From a dataset of the Open Reaction Database (ORD), a public repository of structured organic reaction records. describe an organic reaction: reactants, conditions, products, and yield The product is C(C)(=O)OC1=CC=C(C=C1)C#CC=1OC2=C(C1)C=CC(=C2)OC (4-((6-Methoxybenzofuran-2-yl)ethynyl)phenyl acetate). Procedure: When 4-iodophenyl acetate and 2-ethynyl-6-methoxybenzofuran were substituted for 4-bromo-N-(6,6-dimethylbicyclo[3.1.1]heptan-2-yl)benzene sulphonamide and but-3-yn-1-ol respectively in Example 18, Step B, the similar process afforded the title compound in 56% yield, as creamy paste. 1H-NMR (CDCl3) 7.56 (d, 2H, J=8.67 Hz); 7.41 (d, 1H, J=8.58 Hz); 7.10 (d, 2H, J=8.7 Hz); 6.97 (d, 1H, J=1.92 Hz); 6.9 (s, 1H); 6.88 (bd, 1H, J=8.61 Hz); 3.85 (s, 3H); 2.3 (s, 3H). Reaction SMILES: [C:1]([O:4][C:5]1[CH:10]=[CH:9][C:8](I)=[CH:7][CH:6]=1)(=[O:3])[CH3:2].[C:12]([C:14]1[O:15][C:16]2[CH:22]=[C:21]([O:23][CH3:24])[CH:20]=[CH:19][C:17]=2[CH:18]=1)#[CH:13].BrC1C=CC(S(NC2CCC3CC2C3(C)C)(=O)=O)=CC=1.C(O)CC#C>>[C:1]([O:4][C:5]1[CH:10]=[CH:9][C:8]([C:13]#[C:12][C:14]2[O:15][C:16]3[CH:22]=[C:21]([O:23][CH3:24])[CH:20]=[CH:19][C:17]=3[CH:18]=2)=[CH:7][CH:6]=1)(=[O:3])[CH3:2]. Isolated yield 56.0%. The reactants are C(C)(=O)OC1=CC=C(C=C1)I (4-iodophenyl acetate), C(CC#C)O (but-3-yn-1-ol), C(#C)C=1OC2=C(C1)C=CC(=C2)OC (2-ethynyl-6-methoxybenzofuran), BrC1=CC=C(C=C1)S(=O)(=O)NC1C2C(C(CC1)C2)(C)C (4-bromo-N-(6,6-dimethylbicyclo[3.1.1]heptan-2-yl)benzene sulphonamide).